From a dataset of the Open Reaction Database (ORD), a public repository of structured organic reaction records. describe an organic reaction: reactants, conditions, products, and yield The reactants are C(C)(=O)N1N=CC2=CC(=CC=C12)C=1NC=2N(C(C1)=O)N=C(N2)C2=NC=CC=C2 (5-(1-acetyl-1H-indazol-5-yl)-2-(pyridin-2-yl)-4H,7H-[1,2,4]triazolo[1,5-α]pyrimidin-7-one), C([O-])([O-])=O.[K+].[K+] (potassium carbonate). The solvent is CO (methanol), O (water). Conditions: time 8 hour. Product: N1N=CC2=CC(=CC=C12)C=1NC=2N(C(C1)=O)N=C(N2)C2=NC=CC=C2 (5-(1H-indazol-5-yl)-2-(pyridin-2-yl)-[1,2,4]triazolo[1,5-α]pyrimidin-7(4H)-one), 2. Isolated yield 12.0%. Reaction SMILES: C([N:4]1[C:12]2[C:7](=[CH:8][C:9]([C:13]3[NH:14][C:15]4[N:16]([N:20]=[C:21]([C:23]5[CH:28]=[CH:27][CH:26]=[CH:25][N:24]=5)[N:22]=4)[C:17](=[O:19])[CH:18]=3)=[CH:10][CH:11]=2)[CH:6]=[N:5]1)(=O)C.C(=O)([O-])[O-].[K+].[K+]>CO.O>[NH:4]1[C:12]2[C:7](=[CH:8][C:9]([C:13]3[NH:14][C:15]4[N:16]([N:20]=[C:21]([C:23]5[CH:28]=[CH:27][CH:26]=[CH:25][N:24]=5)[N:22]=4)[C:17](=[O:19])[CH:18]=3)=[CH:10][CH:11]=2)[CH:6]=[N:5]1 |f:1.2.3|. Procedure: To a solution of 5-(1-acetyl-1H-indazol-5-yl)-2-(pyridin-2-yl)-4H,7H-[1,2,4]triazolo[1,5-α]pyrimidin-7-one (120 mg, crude) in methanol (10 ml) was added a solution of potassium carbonate (48 mg, 0.35 mmol) in water (1 ml), and the reaction was stirred overnight at room temperature. The resulting solution was concentrated and diluted with water (5 ml). The solids were collected by filtration to give a crude product, which was purified by Flash-Prep-HPLC to afford 5-(1H-indazol-5-yl)-2-(pyridin-2-... Reactants: BrCc1ccc(-c2csnn2)cc1, O=C([O-])[O-], [Cs+], [Cs+], CCOC(=O)CC1CCc2c1[nH]c1ccc(O)cc21. Product: CCOC(=O)CC1CCc2c1[nH]c1ccc(OCc3ccc(-c4csnn4)cc3)cc21. Reaction SMILES: [Br:26][CH2:27][c:28]1[cH:29][cH:30][c:31](-[c:34]2[n:35][n:36][s:37][cH:38]2)[cH:32][cH:33]1.[C:20](=[O:21])([O-:22])[O-:23].[Cs+:24].[Cs+:25].[OH:1][c:2]1[cH:3][c:4]2[c:5]3[c:6]([nH:7][c:8]2[cH:9][cH:10]1)[CH:11]([CH2:14][C:15](=[O:16])[O:17][CH2:18][CH3:19])[CH2:12][CH2:13]3>>[O:1]([c:2]1[cH:3][c:4]2[c:5]3[c:6]([nH:7][c:8]2[cH:9][cH:10]1)[CH:11]([CH2:14][C:15](=[O:16])[O:17][CH2:18][CH3:19])[CH2:12][CH2:13]3)[CH2:27][c:28]1[cH:29][cH:30][c:31](-[c:34]2[n:35][n:36][s:37][cH:38]2)[cH:32][cH:33]1.